This data is from the Open Reaction Database (ORD), a public repository of structured organic reaction records. The task is: describe an organic reaction: reactants, conditions, products, and yield Starting materials: Cl.Cl.Cl.ClC1=C2C=C(N=CC2=C(C=C1)Cl)C=1C(=NC=C(C1)C=1C=NN(C1)C1CCNCC1)N (3-(5,8-dichloroisoquinolin-3-yl)-5-(1-piperidin-4-yl-1H-pyrazol-4-yl)-pyridin-2-ylamine trihydrochloride), FC1=C2C=C(N=CC2=C(C=C1)F)OS(=O)(=O)C(F)(F)F (trifluoromethanesulfonic acid 5,8-difluoroisoquinolin-3-yl ester). The product is Cl.Cl.Cl.FC1=C2C=C(N=CC2=C(C=C1)F)C=1C(=NC=C(C1)C=1C=NN(C1)C1CCNCC1)N (3-(5,8-Difluoroisoquinolin-3-yl)-5-(1-piperidin-4-yl-1H-pyrazol-4-yl)-pyridin-2-ylamine trihydrochloride). Reaction SMILES: [ClH:1].Cl.Cl.[Cl:4]C1C=CC(Cl)=C2C=1C=C([C:16]1[C:17]([NH2:33])=[N:18][CH:19]=[C:20]([C:22]3[CH:23]=[N:24][N:25]([CH:27]4[CH2:32][CH2:31][NH:30][CH2:29][CH2:28]4)[CH:26]=3)[CH:21]=1)N=C2.[F:34][C:35]1[CH:44]=[CH:43][C:42]([F:45])=[C:41]2[C:36]=1[CH:37]=[C:38](OS(C(F)(F)F)(=O)=O)[N:39]=[CH:40]2>>[ClH:4].[ClH:1].[ClH:4].[F:34][C:35]1[CH:44]=[CH:43][C:42]([F:45])=[C:41]2[C:36]=1[CH:37]=[C:38]([C:16]1[C:17]([NH2:33])=[N:18][CH:19]=[C:20]([C:22]3[CH:23]=[N:24][N:25]([CH:27]4[CH2:28][CH2:29][NH:30][CH2:31][CH2:32]4)[CH:26]=3)[CH:21]=1)[N:39]=[CH:40]2 |f:0.1.2.3,5.6.7.8|. Procedure: The procedure for the preparation of 3-(5,8-dichloroisoquinolin-3-yl)-5-(1-piperidin-4-yl-1H-pyrazol-4-yl)-pyridin-2-ylamine trihydrochloride was followed, except using trifluoromethanesulfonic acid 5,8-difluoroisoquinolin-3-yl ester in place of trifluoromethanesulfonic acid 5,8-dichloroisoquinolin-3-yl ester, affording the title compound as a yellow solid. 1H NMR (400 MHz, DMSO-d6): δ=2.09-2.30 (m, 4H), 3.04-3.17 (m, 2H), 3.41 (d, J=12.1 Hz, 2H), 4.48-4.59 (m, 1H), 7.57-7.68 (m, 1H), 7.79 (td, ... Reactants: CCOC(=O)c1cnn(-c2ccc([N+](=O)[O-])cc2)c1C(F)(F)F, CO, O=C[O-], [NH4+]. Product: CCOC(=O)c1cnn(-c2ccc(N)cc2)c1C(F)(F)F. RXN SMILES: [CH2:1]([CH3:2])[O:3][C:4](=[O:5])[c:6]1[cH:7][n:8][n:9](-[c:15]2[cH:16][cH:17][c:18]([N+:21]([O-:22])=[O:23])[cH:19][cH:20]2)[c:10]1[C:11]([F:12])([F:13])[F:14].[CH3:28][OH:29].[CH:24]([O-:25])=[O:26].[NH4+:27]>>[CH2:1]([CH3:2])[O:3][C:4](=[O:5])[c:6]1[cH:7][n:8][n:9](-[c:15]2[cH:16][cH:17][c:18]([NH2:21])[cH:19][cH:20]2)[c:10]1[C:11]([F:12])([F:13])[F:14]. Reactants: BrC1=CN=C2N1C=CC(=N2)C(C)(O[Si](CC)(CC)CC)C (3-Bromo-7-(1-methyl-1-triethylsilanyloxyethyl)imidazo[1,2-α]pyrimidine), C(C1=CC=CC=C1)N1CCC(=CC1)C1=NC=CC(=N1)Cl (2-(1-benzyl-1,2,3,6-tetrahydropyridin-4-yl)-4-chloropyrimidine). Product: C(C1=CC=CC=C1)N1CCC(=CC1)C1=NC=CC(=N1)C1=CN=C2N1C=CC(=N2)C(C)(O[Si](CC)(CC)CC)C (3-[2-(1-benzyl-1,2,3,6-tetrahydropyridin-4-yl)pyrimidin-4-yl]-7-(1-methyl-1-triethylsilanyloxyethyl)imidazo[1,2-α]pyrimidine). As a reaction SMILES: Br[C:2]1[N:6]2[CH:7]=[CH:8][C:9]([C:11]([CH3:21])([O:13][Si:14]([CH2:19][CH3:20])([CH2:17][CH3:18])[CH2:15][CH3:16])[CH3:12])=[N:10][C:5]2=[N:4][CH:3]=1.[CH2:22]([N:29]1[CH2:34][CH:33]=[C:32]([C:35]2[N:40]=[C:39](Cl)[CH:38]=[CH:37][N:36]=2)[CH2:31][CH2:30]1)[C:23]1[CH:28]=[CH:27][CH:26]=[CH:25][CH:24]=1>>[CH2:22]([N:29]1[CH2:30][CH:31]=[C:32]([C:35]2[N:36]=[C:37]([C:2]3[N:6]4[CH:7]=[CH:8][C:9]([C:11]([CH3:21])([O:13][Si:14]([CH2:19][CH3:20])([CH2:17][CH3:18])[CH2:15][CH3:16])[CH3:12])=[N:10][C:5]4=[N:4][CH:3]=3)[CH:38]=[CH:39][N:40]=2)[CH2:33][CH2:34]1)[C:23]1[CH:24]=[CH:25][CH:26]=[CH:27][CH:28]=1. Procedure: 3-Bromo-7-(1-methyl-1-triethylsilanyloxyethyl)imidazo[1,2-α]pyrimidine (287 mg, 0.77 mmol) and 2-(1-benzyl-1,2,3,6-tetrahydropyridin-4-yl)-4-chloropyrimidine: (266 mg, 0.93 mmol) were reacted together as described in Example 39, Step 1. Purification by column chromatography on silica, using 4-7.5% MeOH/CH2Cl2, gave 3-[2-(1-benzyl-1,2,3,6-tetrahydropyridin-4-yl)pyrimidin-4-yl]-7-(1-methyl-1-triethylsilanyloxyethyl)imidazo[1,2-α]pyrimidine: m/z (ES+) 540 (M+H+). Reactants: O=C([O-])[O-], CN(C)C=O, CCOC(=O)c1ccc(Cl)cc1O, COC(=O)C(C)Cl, [K+], [K+], O. The product is CCOC(=O)c1ccc(Cl)cc1OC(C)C(=O)OC. RXN SMILES: [C:14](=[O:15])([O-:16])[O-:17].[CH3:28][N:29]([CH3:30])[CH:31]=[O:32].[Cl:1][c:2]1[cH:3][c:4]([OH:13])[c:5]([C:6](=[O:7])[O:8][CH2:9][CH3:10])[cH:11][cH:12]1.[Cl:20][CH:21]([C:22](=[O:23])[O:24][CH3:25])[CH3:26].[K+:18].[K+:19].[OH2:27]>>[Cl:1][c:2]1[cH:3][c:4]([O:13][CH:21]([C:22](=[O:23])[O:24][CH3:25])[CH3:26])[c:5]([C:6](=[O:7])[O:8][CH2:9][CH3:10])[cH:11][cH:12]1. The reactants are COC(=O)C1=C(c2cc(OC)cc(OC)c2)c2ccccc2S(=O)(=O)N1c1ccccc1C(F)(F)F, CO, [Li+], [OH-], O, O. Yields the product COc1cc(OC)cc(C2=C(C(=O)O)N(c3ccccc3C(F)(F)F)S(=O)(=O)c3ccccc32)c1. RXN SMILES: [CH3:1][O:2][C:3](=[O:4])[C:5]1=[C:10]([c:11]2[cH:12][c:13]([O:19][CH3:20])[cH:14][c:15]([O:17][CH3:18])[cH:16]2)[c:9]2[c:8]([cH:24][cH:23][cH:22][cH:21]2)[S:7](=[O:25])(=[O:26])[N:6]1[c:27]1[c:28]([C:33]([F:34])([F:35])[F:36])[cH:29][cH:30][cH:31][cH:32]1.[CH3:40][OH:41].[Li+:39].[OH-:38].[OH2:37].[OH2:42]>>[O:2]=[C:3]([OH:4])[C:5]1=[C:10]([c:11]2[cH:12][c:13]([O:19][CH3:20])[cH:14][c:15]([O:17][CH3:18])[cH:16]2)[c:9]2[c:8]([cH:24][cH:23][cH:22][cH:21]2)[S:7](=[O:25])(=[O:26])[N:6]1[c:27]1[c:28]([C:33]([F:34])([F:35])[F:36])[cH:29][cH:30][cH:31][cH:32]1.